Dataset: the Open Reaction Database (ORD), a public repository of structured organic reaction records. Task: describe an organic reaction: reactants, conditions, products, and yield The reactants are NC[C@H]1N(CCC[C@H]1C)C(=O)C1=NC(=CC=C1C1=CC=C(C=C1)F)C (((2S,3R)-2-(aminomethyl)-3-methylpiperidin-1-yl)(3-(4-fluorophenyl)-6-methylpyridin-2-yl)methanone), N1=CC(=CC=C1)B(O)O (pyridin-3-ylboronic acid). The product is NC[C@H]1N(CCC[C@H]1C)C(=O)C1=NC(=CC=C1C=1C=NC=CC1)C (((2S,3R)-2-(Aminomethyl)-3-methylpiperidin-1-yl)(6-methyl-[3,3′-bipyridin]-2-yl)methanone). Reaction SMILES: [NH2:1][CH2:2][C@@H:3]1[C@H:8]([CH3:9])[CH2:7][CH2:6][CH2:5][N:4]1[C:10]([C:12]1[C:17]([C:18]2[CH:23]=[CH:22][C:21](F)=C[CH:19]=2)=[CH:16][CH:15]=[C:14]([CH3:25])[N:13]=1)=[O:11].[N:26]1C=CC=C(B(O)O)C=1>>[NH2:1][CH2:2][C@@H:3]1[C@H:8]([CH3:9])[CH2:7][CH2:6][CH2:5][N:4]1[C:10]([C:12]1[C:17]([C:18]2[CH:19]=[N:26][CH:21]=[CH:22][CH:23]=2)=[CH:16][CH:15]=[C:14]([CH3:25])[N:13]=1)=[O:11]. Reported procedure: The title compound was prepared following the same general protocol as described for ((2S,3R)-2-(aminomethyl)-3-methylpiperidin-1-yl)(3-(4-fluorophenyl)-6-methylpyridin-2-yl)methanone in Example A73 using pyridin-3-ylboronic acid. ESI-MS (m/z): 325 [M+1]+. Starting materials: O (water), C(#N)C1=CNC2=CC=CC=C12 (3-cyanoindole), BrC1=CC=C(O1)C=O (5-bromo-2-furaldehyde), C([O-])([O-])=O.[Cs+].[Cs+] (cesium carbonate). Run in CN(C=O)C (N,N-dimethylformamide). Reaction conditions: time 3 hour. Yields the product C(=O)C1=CC=C(O1)N1C=C(C2=CC=CC=C12)C#N (1-(5-Formylfuran-2-yl)-1H-indole-3-carbonitrile). Isolated yield 37.0%. Reaction SMILES: [C:1]([C:3]1[C:11]2[C:6](=[CH:7][CH:8]=[CH:9][CH:10]=2)[NH:5][CH:4]=1)#[N:2].Br[C:13]1[O:17][C:16]([CH:18]=[O:19])=[CH:15][CH:14]=1.C(=O)([O-])[O-].[Cs+].[Cs+].O>CN(C)C=O>[CH:18]([C:16]1[O:17][C:13]([N:5]2[C:6]3[C:11](=[CH:10][CH:9]=[CH:8][CH:7]=3)[C:3]([C:1]#[N:2])=[CH:4]2)=[CH:14][CH:15]=1)=[O:19] |f:2.3.4|. Procedure details: A suspension of 3-cyanoindole (0.14 g), 5-bromo-2-furaldehyde (0.18 g), and cesium carbonate (0.39 g) in N,N-dimethylformamide (3 mL) was stirred at room temperature or 3 hours. This reaction mixture was heated at 50° C., stirred for 2 hours. After cooling to ambient, water was added to this reaction mixture. This mixture was extracted with ethyl acetate, and this organic layer was washed with brine, and dried over anhydrous magnesium sulfate. The solvent was removed under reduced pressure. The ... Starting materials: C(=O)NC1=CC=CC(=N1)C(C(=O)NC1[C@@H]2N(C(=CCS2)C(=O)O)C1=O)=NOC (7-[2-(6-formamidopyridin-2-yl)-2-methoxyiminoacetamido]-3-cephem-4-carboxylic acid), Cl (hydrochloric acid), resultant solution. The solvent is C(C)OCC (diethyl ether). The product is NC1=CC=CC(=N1)C(C(=O)NC1[C@@H]2N(C(=CCS2)C(=O)O)C1=O)=NOC (7-[2-(6-aminopyridin-2-yl)-2-methoxyiminoacetamido]-3-cephem-4-carboxylic acid). Isolated yield 52.3%. RXN SMILES: C([NH:3][C:4]1[N:9]=[C:8]([C:10](=[N:26][O:27][CH3:28])[C:11]([NH:13][CH:14]2[C:24](=[O:25])[N:16]3[C:17]([C:21]([OH:23])=[O:22])=[CH:18][CH2:19][S:20][C@H:15]23)=[O:12])[CH:7]=[CH:6][CH:5]=1)=O.Cl>C(OCC)C>[NH2:3][C:4]1[N:9]=[C:8]([C:10](=[N:26][O:27][CH3:28])[C:11]([NH:13][CH:14]2[C:24](=[O:25])[N:16]3[C:17]([C:21]([OH:23])=[O:22])=[CH:18][CH2:19][S:20][C@H:15]23)=[O:12])[CH:7]=[CH:6][CH:5]=1. Procedure: A solution of 7-[2-(6-formamidopyridin-2-yl)-2-methoxyiminoacetamido]-3-cephem-4-carboxylic acid (2.3 g.) in methanolic hydrochloric acid (12 ml., containing hydrochloric acid 6 mmol) was stirred at room temperature for one hour. To the resultant solution was added diethyl ether, and the precipitates were collected by filtration and dissolved in a mixture of methanol (50 ml.) and water (10 ml.). The solution was adjusted to pH 3 with an aqueous solution of sodium bicarbonate, treated with activa... The product is Cc1cnc(N)c([N+](=O)[O-])c1. Starting materials: Cc1ccc(N)nc1, [Na+], [OH-], O=[N+]([O-])O, O=S(=O)(O)O. RXN SMILES: [NH2:1][c:2]1[n:3][cH:4][c:5]([CH3:8])[cH:6][cH:7]1.[Na+:14].[OH-:13].[OH:9][N+:10]([O-:11])=[O:12].[S:15](=[O:16])(=[O:17])([OH:18])[OH:19]>>[NH2:1][c:2]1[n:3][cH:4][c:5]([CH3:8])[cH:6][c:7]1[N+:10](=[O:9])[O-:11]. Starting materials: Cc1ccccc1, CC(C)N, Clc1nccnc1Cl. The product is CC(C)Nc1nccnc1Cl. Reaction SMILES: [CH3:13][c:14]1[cH:15][cH:16][cH:17][cH:18][cH:19]1.[CH3:9][CH:10]([CH3:11])[NH2:12].[Cl:1][c:2]1[n:3][cH:4][cH:5][n:6][c:7]1[Cl:8]>>[c:2]1([NH:12][CH:10]([CH3:9])[CH3:11])[n:3][cH:4][cH:5][n:6][c:7]1[Cl:8]. The reactants are ONC(=N)C=1C=C2C=CC(=NC2=CC1)N[C@@H]1CCC2=CC=CC=C12 (N-hydroxy-2-((R)-indan-1-ylamino)-quinoline-6-carboxamidine), C(C)(=O)O (acetic acid), ON1N=NC2=C1C=CC=C2 (1-hydroxy-benzotriazole), Cl.CN(CCCN=C=NCC)C (N-(3-dimethylaminopropyl)-N′-ethyl-carbodiimid-hydrochloride). The solvent is C(C)#N (acetonitrile), C(C)#N (acetonitrile). Reaction conditions: time 3 hour. The product is [C@H]1(CCC2=CC=CC=C12)NC1=NC2=CC=C(C=C2C=C1)C1=NOC(=N1)C ((R)-Indan-1-yl-[6-(5-methyl-[1,2,4]oxadiazol-3-yl)-quinolin-2-yl]-amine). The yield is 94.5%. RXN SMILES: [C:1]([OH:4])(=O)[CH3:2].ON1C2C=CC=CC=2N=N1.Cl.CN(C)CCCN=C=NCC.O[NH:28][C:29]([C:31]1[CH:32]=[C:33]2[C:38](=[CH:39][CH:40]=1)[N:37]=[C:36]([NH:41][C@H:42]1[C:50]3[C:45](=[CH:46][CH:47]=[CH:48][CH:49]=3)[CH2:44][CH2:43]1)[CH:35]=[CH:34]2)=[NH:30]>C(#N)C>[C@H:42]1([NH:41][C:36]2[CH:35]=[CH:34][C:33]3[C:38](=[CH:39][CH:40]=[C:31]([C:29]4[N:28]=[C:1]([CH3:2])[O:4][N:30]=4)[CH:32]=3)[N:37]=2)[C:50]2[C:45](=[CH:46][CH:47]=[CH:48][CH:49]=2)[CH2:44][CH2:43]1 |f:2.3|. Reported procedure: To a stirred solution of acetic acid (30 mg, 0.5 mmol) in acetonitrile (2.15 ml) was added at room temperature 1-hydroxy-benzotriazole (95 mg, 0.6 mmol) and N-(3-dimethylaminopropyl)-N′-ethyl-carbodiimid-hydrochloride (110 mg, 0.57 mmol). The mixture was allowed to stir for 3 h at room temperature and N-hydroxy-2-((R)-indan-1-ylamino)-quinoline-6-carboxamidine (107 mg, 0.34 mmol) was added together with acetonitrile (2.15 ml). The mixture was allowed to stir for 2 h at room temperature, evaporat...